Dataset: the Open Reaction Database (ORD), a public repository of structured organic reaction records. Task: describe an organic reaction: reactants, conditions, products, and yield The reactants are BrCc1ccccc1, C=C1CC2COC(=O)C2C1, C[Si](C)(C)[N-][Si](C)(C)C, Cc1ccccc1, [Li+], O. Yields the product C=C1CC2COC(=O)C2(Cc2ccccc2)C1. RXN SMILES: [Br:21][CH2:22][c:23]1[cH:24][cH:25][cH:26][cH:27][cH:28]1.[CH2:1]=[C:2]1[CH2:3][CH:4]2[CH:5]([C:6](=[O:9])[O:7][CH2:8]2)[CH2:10]1.[CH3:12][Si:13]([N-:14][Si:15]([CH3:16])([CH3:17])[CH3:18])([CH3:19])[CH3:20].[CH3:30][c:31]1[cH:32][cH:33][cH:34][cH:35][cH:36]1.[Li+:11].[OH2:29]>>[CH2:1]=[C:2]1[CH2:3][CH:4]2[C:5]([CH2:22][c:23]3[cH:24][cH:25][cH:26][cH:27][cH:28]3)([C:6](=[O:9])[O:7][CH2:8]2)[CH2:10]1. Reactants: C(C)(C)(CC)C1=C(C=CC(=C1)C(C)(C)CC)O (2,4-di-t-amylphenol), C(C=C)Br (allylbromide), CC(=O)C (acetone), C([O-])([O-])=O (carbonate). Product: C(C)(C)(CC)C1=C(C=CC(=C1)C(C)(C)CC)C=CCOCC=CC1=C(C=C(C=C1)C(C)(C)CC)C(C)(C)CC (2,4-di-tert-amylphenylallylether). RXN SMILES: [C:1]([C:6]1[CH:11]=[C:10]([C:12]([CH2:15][CH3:16])([CH3:14])[CH3:13])[CH:9]=[CH:8][C:7]=1O)([CH2:4][CH3:5])([CH3:3])[CH3:2].[CH2:18](Br)[CH:19]=[CH2:20].[C:22](=[O:25])([O-])[O-].[CH3:26][C:27]([CH3:29])=O>>[C:1]([C:6]1[CH:11]=[C:10]([C:12]([CH2:15][CH3:16])([CH3:14])[CH3:13])[CH:9]=[CH:8][C:7]=1[CH:20]=[CH:19][CH2:18][O:25][CH2:22][CH:26]=[CH:27][C:29]1[CH:8]=[CH:7][C:6]([C:1]([CH2:4][CH3:5])([CH3:3])[CH3:2])=[CH:11][C:10]=1[C:12]([CH2:15][CH3:16])([CH3:14])[CH3:13])([CH2:4][CH3:5])([CH3:3])[CH3:2]. Procedure: 117.2 g of 2,4-di-t-amylphenol and 90.7 g of allylbromide was dissolved in 500 ml of acetone. Thereto was added 103.5 g of pottassium carbonate and refluxed in a water bath for 20 hours. Then reaction mixture was filtered under suction and filtration residue was rinsed with 100 ml of acetone, thereafter this was again mixed with the mother solution and then under reduced pressure acetone and excess allyl bromide was distilled out. Starting materials: ClC1=C(C(=O)Cl)C=CC(=C1)Cl (2,4-dichloro-benzoyl chloride), NC1=CC=C(C=C1)C(CCC(=O)OC)=O (4-(4-amino-phenyl)-4-oxo-butyric acid, methyl ester). Yields the product ClC1=C(C(=O)NC2=CC=C(C=C2)C(CCC(=O)O)=O)C=CC(=C1)Cl (4-[4-(2,4-dichloro-benzoylamino)-phenyl]-4-oxo-butyric acid). Isolated yield 6.6%. RXN SMILES: [Cl:1][C:2]1[CH:10]=[C:9]([Cl:11])[CH:8]=[CH:7][C:3]=1[C:4](Cl)=[O:5].[NH2:12][C:13]1[CH:18]=[CH:17][C:16]([C:19](=[O:26])[CH2:20][CH2:21][C:22]([O:24]C)=[O:23])=[CH:15][CH:14]=1>>[Cl:1][C:2]1[CH:10]=[C:9]([Cl:11])[CH:8]=[CH:7][C:3]=1[C:4]([NH:12][C:13]1[CH:14]=[CH:15][C:16]([C:19](=[O:26])[CH2:20][CH2:21][C:22]([OH:24])=[O:23])=[CH:17][CH:18]=1)=[O:5]. Reported procedure: In a manner similar to that described in Example 3, 2,4-dichloro-benzoyl chloride (0.070 g, 0.00033 mol) was allowed to react with 4-(4-amino-phenyl)-4-oxo-butyric acid, methyl ester (0.052 g, 0.00025 mol), and the resulting intermediate was hydrolyzed to give 0.006 g of 4-[4-(2,4-dichloro-benzoylamino)-phenyl]-4-oxo-butyric acid as a yellow solid; MS-(AP+) MH+366. Starting materials: FC(C1=CC(=NC=2N1N=CC2C(=O)O)C2=CC(=C(C=C2)C(F)(F)F)OCC(F)(F)F)F (7-difluoromethyl-5-[3-(2,2,2-trifluoro-ethoxy)-4-trifluoromethyl-phenyl]-pyrazolo[1,5-a]pyrimidine-3-carboxylic acid), CS(=O)(=O)C=1C=C(C=CC1)N (3-methanesulfonyl-phenylamine), Cl (hydrochloride). Yields the product CS(=O)(=O)C=1C=C(C=CC1)NC(=O)C=1C=NN2C1N=C(C=C2C(F)F)C2=CC(=C(C=C2)C(F)(F)F)OCC(F)(F)F (7-Difluoromethyl-5-[3-(2,2,2-trifluoro-ethoxy)-4-trifluoromethyl-phenyl]-pyrazolo[1,5-a]pyrimidine-3-carboxylic acid(3-methanesulfonyl-phenyl)-amide). RXN SMILES: [F:1][CH:2]([F:31])[C:3]1[N:8]2[N:9]=[CH:10][C:11]([C:12](O)=[O:13])=[C:7]2[N:6]=[C:5]([C:15]2[CH:20]=[CH:19][C:18]([C:21]([F:24])([F:23])[F:22])=[C:17]([O:25][CH2:26][C:27]([F:30])([F:29])[F:28])[CH:16]=2)[CH:4]=1.[CH3:32][S:33]([C:36]1[CH:37]=[C:38]([NH2:42])[CH:39]=[CH:40][CH:41]=1)(=[O:35])=[O:34].Cl>>[CH3:32][S:33]([C:36]1[CH:37]=[C:38]([NH:42][C:12]([C:11]2[CH:10]=[N:9][N:8]3[C:3]([CH:2]([F:31])[F:1])=[CH:4][C:5]([C:15]4[CH:20]=[CH:19][C:18]([C:21]([F:22])([F:23])[F:24])=[C:17]([O:25][CH2:26][C:27]([F:30])([F:28])[F:29])[CH:16]=4)=[N:6][C:7]=23)=[O:13])[CH:39]=[CH:40][CH:41]=1)(=[O:34])=[O:35]. Procedure: The title compound was prepared from 7-difluoromethyl-5-[3-(2,2,2-trifluoro-ethoxy)-4-trifluoromethyl-phenyl]-pyrazolo[1,5-a]pyrimidine-3-carboxylic acid (example C.13) and 3-methanesulfonyl-phenylamine [commercially available as hydrochloride] according to general procedure II. Yellow solid. MS (EI) 608.3 [M]; mp 207° C. As a reaction SMILES: [CH2:1]([O:3][C:4]([C:6]1[CH:11]=[CH:10][N:9]=[C:8](Br)[CH:7]=1)=[O:5])[CH3:2].[N+:13]([C:16]1[CH:17]=[C:18](B(O)O)[CH:19]=[CH:20][CH:21]=1)([O-:15])=[O:14]>>[CH2:1]([O:3][C:4]([C:6]1[CH:11]=[CH:10][N:9]=[C:8]([C:20]2[CH:19]=[CH:18][CH:17]=[C:16]([N+:13]([O-:15])=[O:14])[CH:21]=2)[CH:7]=1)=[O:5])[CH3:2]. The product is C(C)OC(=O)C1=CC(=NC=C1)C1=CC(=CC=C1)[N+](=O)[O-] (2-(3-Nitrophenyl)-4-pyridinecarboxylic acid ethyl ester). Reported procedure: Electrospray MS (positive ion): (M+H) 272.8; from 2-bromo4-pyridinecarboxylic acid ethyl ester (900 mg), tetrakis(triphenylphosphine)paliadium (136 mg), and 3-nitrophenylboronic acid (783 mg). Reactants: C(C)OC(=O)C1=CC(=NC=C1)Br (2-bromo4-pyridinecarboxylic acid ethyl ester), tetrakis(triphenylphosphine)paliadium, [N+](=O)([O-])C=1C=C(C=CC1)B(O)O (3-nitrophenylboronic acid). Yields the product ClC1=C2C=CC(=NC2=CC=C1)N1CCC(CC1)CCNC(OCC(=O)NC)=O (2-(Methylamino)-2-oxoethyl 2-[1-(5-chloro-2-quinolyl)-4-piperidyl]ethylcarbamate). Reported procedure: The process is performed according to the procedure described in Example 1 (step 1.5). Starting with 6.40 g (17.12 mmol) of 3-{2-[1-(5-chloro-2-quinolyl)-4-piperidyl]ethyl}-1,3-oxazolidine-2,4-dione, obtained in step 15.3, and 60 ml (119.84 mmol) of a solution (2M) of methylamine in tetrahydrofuran, and after chromatography on silica gel, eluting with a 98/2 and then 96/4 mixture of dichloromethane and methanol, followed by crystallization from diisopropyl ether, 5.14 g of product are obtained i... Run in O1CCCC1 (tetrahydrofuran). As a reaction SMILES: [Cl:1][C:2]1[CH:11]=[CH:10][CH:9]=[C:8]2[C:3]=1[CH:4]=[CH:5][C:6]([N:12]1[CH2:17][CH2:16][CH:15]([CH2:18][CH2:19][N:20]3[C:24](=[O:25])[CH2:23][O:22][C:21]3=[O:26])[CH2:14][CH2:13]1)=[N:7]2.[CH3:27][NH2:28]>O1CCCC1>[Cl:1][C:2]1[CH:11]=[CH:10][CH:9]=[C:8]2[C:3]=1[CH:4]=[CH:5][C:6]([N:12]1[CH2:17][CH2:16][CH:15]([CH2:18][CH2:19][NH:20][C:21](=[O:26])[O:22][CH2:23][C:24]([NH:28][CH3:27])=[O:25])[CH2:14][CH2:13]1)=[N:7]2. Starting materials: ClC1=C2C=CC(=NC2=CC=C1)N1CCC(CC1)CCN1C(OCC1=O)=O (3-{2-[1-(5-chloro-2-quinolyl)-4-piperidyl]ethyl}-1,3-oxazolidine-2,4-dione), CN (methylamine). The reactants are COC1=C(C=CC(=N1)C(=O)OC)B1OC(C(O1)(C)C)(C)C (methyl 6-methoxy-5-(4,4,5,5-tetramethyl-1,3,2-dioxaborolan-2-yl)pyridine-2-carboxylate), ClCCl (dichloromethane), BrC=1C=CC(=NC1OC)C(=O)OC (methyl 5-bromo-6-methoxypyridine-2-carboxylate), CC1(OB(OC1(C)C)B1OC(C(O1)(C)C)(C)C)C (4,4,4′,4′,5,5,5′,5′-octamethyl-2,2′-bi-1,3,2-dioxaborolane), C(C)(=O)[O-].[K+] (potassium acetate). The reagents and catalysts are C1=CC=C(C=C1)P([C-]2C=CC=C2)C3=CC=CC=C3.C1=CC=C(C=C1)P([C-]2C=CC=C2)C3=CC=CC=C3.Cl[Pd]Cl.[Fe+2] ([1,1′-Bis(diphenylphosphino)ferrocene]dichloropalladium(II)). Run in O1CCOCC1 (dioxane). Conditions: temperature 100 celsius. Yields the product Cl.CC1=NC=CC(=C1)C=1C(NC(=CC1)C(=O)O)=O (2′-Methyl-2-oxo-1,2-dihydro-3,4′-bipyridine-6-carboxylic acid, hydrochloride salt). RXN SMILES: C[O:2][C:3]1[N:8]=[C:7]([C:9]([O:11]C)=[O:10])[CH:6]=[CH:5][C:4]=1B1OC(C)(C)C(C)(C)O1.[Cl:22]CCl.Br[C:26]1[CH:27]=[CH:28][C:29]([C:34](OC)=O)=[N:30][C:31]=1OC.CC1(C)C(C)(C)OB(B2OC(C)(C)C(C)(C)O2)O1.C([O-])(=O)C.[K+]>O1CCOCC1.C1C=CC(P(C2C=CC=CC=2)[C-]2C=CC=C2)=CC=1.C1C=CC(P(C2C=CC=CC=2)[C-]2C=CC=C2)=CC=1.Cl[Pd]Cl.[Fe+2]>[ClH:22].[CH3:34][C:29]1[CH:28]=[C:27]([C:4]2[C:3](=[O:2])[NH:8][C:7]([C:9]([OH:11])=[O:10])=[CH:6][CH:5]=2)[CH:26]=[CH:31][N:30]=1 |f:4.5,7.8.9.10,11.12|. Reported procedure: Synthesis of methyl 6-methoxy-5-(4,4,5,5-tetramethyl-1,3,2-dioxaborolan-2-yl)pyridine-2-carboxylate (C31). [1,1′-Bis(diphenylphosphino)ferrocene]dichloropalladium(II), complex with dichloromethane (740 mg, 0.91 mmol) was added in one portion to a degassed mixture of methyl 5-bromo-6-methoxypyridine-2-carboxylate (C30) (7.42 g, 30.2 mmol), 4,4,4′,4′,5,5,5′,5′-octamethyl-2,2′-bi-1,3,2-dioxaborolane (9.19 g, 36.2 mmol) and potassium acetate (8.88 g, 90.5 mmol) in dioxane (150 mL) at room temperatur...